This data is from the Open Reaction Database (ORD), a public repository of structured organic reaction records. The task is: describe an organic reaction: reactants, conditions, products, and yield Reactants: C([C@@H](O)C)(=O)O (L-lactic acid), C([C@H](O)C)(=O)O (D-lactic acid), C([C@@H](O)C)(=O)O (L-lactic acid), C([C@@H](O)C)(=O)O (L-lactic acid), C([C@@H](O)C)(=O)O (L-lactic acid), C([C@@H](O)C)(=O)O (L-lactic acid), C([C@H](O)C)(=O)O (D-lactic acid), C([C@H](O)C)(=O)O (D-lactic acid). Yields the product C(C(=O)C)(=O)O (pyruvic acid), C(C(O)C)(=O)O (lactic acid). As a reaction SMILES: [C:1]([OH:6])(=[O:5])[C@H:2]([CH3:4])[OH:3].[C:7]([OH:12])(=[O:11])[C@@H:8]([CH3:10])[OH:9]>>[C:1]([OH:6])(=[O:5])[C:2]([CH3:4])=[O:3].[C:7]([OH:12])(=[O:11])[CH:8]([CH3:10])[OH:9]. Reported procedure: The present inventors found, however, that when the sample is contacted with a mixture of D-LDH and L-LDH, L-lactic acid in the sample is converted to D-lactic acid and D-lactic acid to L-lactic acid and, after a sufficient time, an equilibrium is finally attained between D-lactic acid and L-lactic acid in a ratio of 1:1. When L-lactic acid is .contacted with D-LDH and L-LDH, the amount of L-lactic acid decreases. This phenomenon can be construed as the result of oxidation of lactic acid to pyru... The reactants are IC1=CC=C(C=C1)[C@@H]1CC[C@H](CC1)CCCCC (1-iodo-4-(trans-4-pentylcyclohexyl)benzene), FC=1C=C(C=CC1)B(O)O (3-fluorophenylboronic acid), C([O-])([O-])=O.[K+].[K+] (potassium carbonate), Pd (Ph3P)2Cl2. Run in C1(=CC=CC=C1)C (toluene), O (water), C1(=CC=CC=C1)C (toluene), O (water). Run at temperature 25 celsius. Yields the product FC=1C=C(C=CC1)C1=CC=C(C=C1)[C@@H]1CC[C@H](CC1)CCCCC (3-fluoro-4′-(trans-4-pentylcyclohexyl)biphenyl). Yield: 81.9%. As a reaction SMILES: I[C:2]1[CH:7]=[CH:6][C:5]([C@H:8]2[CH2:13][CH2:12][C@H:11]([CH2:14][CH2:15][CH2:16][CH2:17][CH3:18])[CH2:10][CH2:9]2)=[CH:4][CH:3]=1.[F:19][C:20]1[CH:21]=[C:22](B(O)O)[CH:23]=[CH:24][CH:25]=1.C(=O)([O-])[O-].[K+].[K+]>C1(C)C=CC=CC=1.O>[F:19][C:20]1[CH:21]=[C:22]([C:2]2[CH:3]=[CH:4][C:5]([C@H:8]3[CH2:13][CH2:12][C@H:11]([CH2:14][CH2:15][CH2:16][CH2:17][CH3:18])[CH2:10][CH2:9]3)=[CH:6][CH:7]=2)[CH:23]=[CH:24][CH:25]=1 |f:2.3.4|. Procedure: Into a reaction vessel under an atmosphere of nitrogen, 1-iodo-4-(trans-4-pentylcyclohexyl)benzene (T26; 50.0 g), 3-fluorophenylboronic acid (T27; 21.5 g), potassium carbonate (58.0 g), Pd (Ph3P)2Cl2 (2.95 g), water (200 ml), toluene (200 ml), and Solmix A-11 (200 ml) were put and heated under reflux for 8 hours. After the reaction mixture had been cooled to 25° C., the solution was poured into water (1,000 ml) and toluene (500 ml) and mixed. The mixture was then allowed to stand to be separated...